The task is: describe an organic reaction: reactants, conditions, products, and yield. This data is from the Open Reaction Database (ORD), a public repository of structured organic reaction records. Starting materials: NC1CN(C1)C=1SC2=C(N1)C=CC(=C2)C(=O)OCC (Ethyl 2-(3-aminoazetidin-1-yl)-1,3-benzothiazole-6-carboxylate), ON1N=NC2=C1C=CC=C2 (1-hydroxybenzotriazole), CN1CCOCC1 (N-methylmorpholine), ClC=1N=C(NC1CC)C(=O)O (4-chloro-5-ethyl-1H-imidazole-2-carboxylic acid), CCN=C=NCCCN(C)C.Cl (WSC hydrochloride). Yields the product ClC=1N=C(NC1CC)C(=O)NC1CN(C1)C=1SC2=C(N1)C=CC(=C2)C(=O)OCC (Ethyl 2-(3-{[(4-chloro-5-ethyl-1H-imidazol-2-yl)carbonyl]amino}azetidin-1-yl)-1,3-benzothiazole-6-carboxylate). Isolated yield 42.1%. Reaction SMILES: [NH2:1][CH:2]1[CH2:5][N:4]([C:6]2[S:7][C:8]3[CH:14]=[C:13]([C:15]([O:17][CH2:18][CH3:19])=[O:16])[CH:12]=[CH:11][C:9]=3[N:10]=2)[CH2:3]1.[Cl:20][C:21]1[N:22]=[C:23]([C:28](O)=[O:29])[NH:24][C:25]=1[CH2:26][CH3:27].CCN=C=NCCCN(C)C.Cl.ON1C2C=CC=CC=2N=N1.CN1CCOCC1>>[Cl:20][C:21]1[N:22]=[C:23]([C:28]([NH:1][CH:2]2[CH2:5][N:4]([C:6]3[S:7][C:8]4[CH:14]=[C:13]([C:15]([O:17][CH2:18][CH3:19])=[O:16])[CH:12]=[CH:11][C:9]=4[N:10]=3)[CH2:3]2)=[O:29])[NH:24][C:25]=1[CH2:26][CH3:27] |f:2.3|. Reported procedure: The same operation as in Example (221c) was performed using ethyl 2-(3-aminoazetidin-1-yl)-1,3-benzothiazole-6-carboxylate obtained in Example (225c) (190 mg, 0.69 mmol), 4-chloro-5-ethyl-1H-imidazole-2-carboxylic acid obtained in Example (1d) (132 mg, 0.75 mmol), WSC hydrochloride (394 mg, 2.06 mmol), 1-hydroxybenzotriazole (102 mg, 0.75 mmol) and N-methylmorpholine (0.15 mL, 1.37 mmol), to obtain 126 mg of the title compound as a milk white solid (42%). As a reaction SMILES: [CH3:1][n:2]1[c:3]2[n:4]([c:5]3[c:6]1[cH:7][cH:8][cH:9][cH:10]3)[c:11]([CH2:21][C:22](=[O:23])[OH:24])[c:12](-[c:14]1[cH:15][cH:16][c:17]([CH3:20])[cH:18][cH:19]1)[n:13]2.[CH3:25][NH2:26].[O:27]1[CH2:28][CH2:29][CH2:30][CH2:31]1>>[CH3:1][n:2]1[c:3]2[n:4]([c:5]3[c:6]1[cH:7][cH:8][cH:9][cH:10]3)[c:11]([CH2:21][C:22](=[O:23])[NH:26][CH3:25])[c:12](-[c:14]1[cH:15][cH:16][c:17]([CH3:20])[cH:18][cH:19]1)[n:13]2. Starting materials: Cc1ccc(-c2nc3n(C)c4ccccc4n3c2CC(=O)O)cc1, CN, C1CCOC1. Yields the product CNC(=O)Cc1c(-c2ccc(C)cc2)nc2n(C)c3ccccc3n12.